Dataset: the Open Reaction Database (ORD), a public repository of structured organic reaction records. Task: describe an organic reaction: reactants, conditions, products, and yield The reactants are [Li]CCCC, CCCN(CCC)C(=O)c1cc(I)cc(C(=O)OC)c1, CCOCC, CCOC(C)=O, [Cl-], CCOCn1ccnc1, C1CCOC1, [Zn]. Yields the product CCCN(CCC)C(=O)c1cc(C(=O)OC)cc(-c2nccn2COCC)c1. Reaction SMILES: [CH2:10]([Li:11])[CH2:12][CH2:13][CH3:14].[CH2:16]([CH2:17][CH3:18])[N:19]([C:20](=[O:21])[c:22]1[cH:23][c:24]([C:25](=[O:26])[O:27][CH3:28])[cH:29][c:30]([I:32])[cH:31]1)[CH2:33][CH2:34][CH3:35].[CH3:41][CH2:42][O:43][CH2:44][CH3:45].[CH3:46][CH2:47][O:48][C:49](=[O:50])[CH3:51].[Cl-:15].[O:1]([CH2:2][CH3:3])[CH2:4][n:5]1[cH:6][n:7][cH:8][cH:9]1.[O:36]1[CH2:37][CH2:38][CH2:39][CH2:40]1.[Zn:52]>>[O:1]([CH2:2][CH3:3])[CH2:4][n:5]1[c:6](-[c:30]2[cH:29][c:24]([C:25](=[O:26])[O:27][CH3:28])[cH:23][c:22]([C:20]([N:19]([CH2:16][CH2:17][CH3:18])[CH2:33][CH2:34][CH3:35])=[O:21])[cH:31]2)[n:7][cH:8][cH:9]1.